From a dataset of the Open Reaction Database (ORD), a public repository of structured organic reaction records. describe an organic reaction: reactants, conditions, products, and yield Starting materials: [H-].[Na+] (sodium hydride), CC1=C(C(CCC1)(C)C)/C=C/C(C)O (β-ionol), CO (methanol), C(C)Br (ethyl bromide). Solvent: C1=CC=CC=C1 (benzene), O (water), C1=CC=CC=C1 (benzene). Run at temperature 20 celsius. Product: CCOC(C)/C=C/C1=C(CCCC1(C)C)C (β-ionyl ethyl ether). Yield: 81.4%. RXN SMILES: [CH3:1][C:2]1[CH2:7][CH2:6][CH2:5][C:4]([CH3:9])([CH3:8])[C:3]=1/[CH:10]=[CH:11]/[CH:12]([OH:14])[CH3:13].[H-].[Na+].[CH2:17](Br)[CH3:18].CO>C1C=CC=CC=1.O>[CH3:17][CH2:18][O:14][CH:12](/[CH:11]=[CH:10]/[C:3]1[C:4]([CH3:8])([CH3:9])[CH2:5][CH2:6][CH2:7][C:2]=1[CH3:1])[CH3:13] |f:1.2|. Procedure: A solution of 350 g (1.8 mol) of β-ionol in 600 ml of benzene was allowed to flow in over a period of 15 minutes to a suspension of 97.5 g (2.34 mol) of sodium hydride (ca 55%-60%) in 3 liters of benzene and the mixture was subsequently stirred at reflux for 8 hours. The mixture was cooled to ca 50° C. and treated over a period of 10 minutes with 232 g (2.13 mol) of ethyl bromide. The mixture was stirred at reflux for 20 hours, cooled to 20° C., cautiously treated with 50 ml of methanol and, aft... Starting materials: CC(=O)c1cc(Br)ccc1O, CC(C)(C)C1CCC(=O)C1, C1CCNC1, CO. The product is CC(C)(C)C1CCC2(CC(=O)c3cc(Br)ccc3O2)C1. Reaction SMILES: [Br:1][c:2]1[cH:3][cH:4][c:5]([OH:11])[c:6]([C:8]([CH3:9])=[O:10])[cH:7]1.[C:12]([CH3:13])([CH3:14])([CH3:15])[CH:16]1[CH2:17][C:18](=[O:21])[CH2:19][CH2:20]1.[CH2:22]1[CH2:23][NH:24][CH2:25][CH2:26]1.[CH3:27][OH:28]>>[Br:1][c:2]1[cH:3][cH:4][c:5]2[c:6]([cH:7]1)[C:8](=[O:10])[CH2:9][C:18]1([O:11]2)[CH2:17][CH:16]([C:12]([CH3:13])([CH3:14])[CH3:15])[CH2:20][CH2:19]1. Starting materials: O=Cc1ccc(Br)cc1, Cl, CC(C)Nc1ccc(F)cc1, CNCC(=O)O. Product: CC(C)N(Cc1ccc(Br)cc1)c1ccc(F)cc1. Reaction SMILES: [Br:12][c:13]1[cH:14][cH:15][c:16]([CH:17]=[O:18])[cH:19][cH:20]1.[ClH:21].[F:1][c:2]1[cH:3][cH:4][c:5]([NH:6][CH:7]([CH3:8])[CH3:9])[cH:10][cH:11]1.[NH:22]([CH2:23][C:24]([OH:25])=[O:26])[CH3:27]>>[F:1][c:2]1[cH:3][cH:4][c:5]([N:6]([CH:7]([CH3:8])[CH3:9])[CH2:17][c:16]2[cH:15][cH:14][c:13]([Br:12])[cH:20][cH:19]2)[cH:10][cH:11]1. Starting materials: Cn1c(=O)[nH]c2cccc(Br)c21, CCc1ccccc1B(O)O, Cc1ccccc1, CCOC(C)=O, [K+], [K+], [K+], O=C(C=Cc1ccccc1)C=Cc1ccccc1, O=C(C=Cc1ccccc1)C=Cc1ccccc1, O=C(C=Cc1ccccc1)C=Cc1ccccc1, O, O=P([O-])([O-])[O-], [Pd], [Pd]. The product is CCc1ccccc1-c1cccc2[nH]c(=O)n(C)c12. RXN SMILES: [Br:1][c:2]1[cH:3][cH:4][cH:5][c:6]2[c:7]1[n:8]([CH3:12])[c:9](=[O:11])[nH:10]2.[CH2:13]([CH3:14])[c:15]1[c:16]([B:21]([OH:22])[OH:23])[cH:17][cH:18][cH:19][cH:20]1.[CH3:32][c:33]1[cH:34][cH:35][cH:36][cH:37][cH:38]1.[CH3:40][CH2:41][O:42][C:43](=[O:44])[CH3:45].[K+:29].[K+:30].[K+:31].[O:48]=[C:49]([CH:50]=[CH:51][c:52]1[cH:53][cH:54][cH:55][cH:56][cH:57]1)[CH:58]=[CH:59][c:60]1[cH:61][cH:62][cH:63][cH:64][cH:65]1.[O:66]=[C:67]([CH:68]=[CH:69][c:70]1[cH:71][cH:72][cH:73][cH:74][cH:75]1)[CH:76]=[CH:77][c:78]1[cH:79][cH:80][cH:81][cH:82][cH:83]1.[O:84]=[C:85]([CH:86]=[CH:87][c:88]1[cH:89][cH:90][cH:91][cH:92][cH:93]1)[CH:94]=[CH:95][c:96]1[cH:97][cH:98][cH:99][cH:100][cH:101]1.[OH2:39].[P:24]([O-:25])([O-:26])([O-:27])=[O:28].[Pd:46].[Pd:47]>>[c:2]1(-[c:16]2[c:15]([CH2:13][CH3:14])[cH:20][cH:19][cH:18][cH:17]2)[cH:3][cH:4][cH:5][c:6]2[c:7]1[n:8]([CH3:12])[c:9](=[O:11])[nH:10]2. The reactants are Cl, [I-], [K+], Nc1cccc(C(=O)O)c1C(=O)O, NC(N)=O, [Na+], [Na+], [Na+], O=[N+]([O-])[O-], O=S([O-])([O-])=S. Yields the product O=C(O)c1cccc(I)c1C(=O)O. RXN SMILES: [ClH:32].[I-:20].[K+:19].[NH2:1][c:2]1[c:3]([C:11](=[O:12])[OH:13])[c:4]([C:5](=[O:6])[OH:7])[cH:8][cH:9][cH:10]1.[NH2:21][C:22](=[O:23])[NH2:24].[Na+:14].[Na+:30].[Na+:31].[O-:15][N+:16](=[O:17])[O-:18].[S:25]([O-:26])([O-:27])(=[O:28])=[S:29]>>[c:2]1([I:20])[c:3]([C:11](=[O:12])[OH:13])[c:4]([C:5](=[O:6])[OH:7])[cH:8][cH:9][cH:10]1. Reactants: [I-].C[S+](=O)(C)C (trimethylsulphoxonium iodide), [H-].[Na+] (sodium hydride), FC1(C(C1)(C)C(=O)CC1=CC=C(C=C1)F)F (4-fluorobenzyl 2,2-difluoro-1-methyl-cyclopropyl ketone). Solvent: CS(=O)C (dimethyl sulphoxide), CS(=O)C (dimethyl sulphoxide). Conditions: time 4 hour. Yields the product FC1=CC=C(CC2(OC2)C2(C(C2)(F)F)C)C=C1 (2-(4-fluoro-benzyl)-2-(2,2-difluoro-1-methyl-cyclopropyl)-oxirane). The yield is 118.8%. As a reaction SMILES: [I-].[CH3:2][S+](C)(C)=O.[H-].[Na+].[F:9][C:10]1([F:24])[CH2:12][C:11]1([C:14]([CH2:16][C:17]1[CH:22]=[CH:21][C:20]([F:23])=[CH:19][CH:18]=1)=[O:15])[CH3:13]>CS(C)=O>[F:23][C:20]1[CH:19]=[CH:18][C:17]([CH2:16][C:14]2([C:11]3([CH3:13])[CH2:12][C:10]3([F:9])[F:24])[CH2:2][O:15]2)=[CH:22][CH:21]=1 |f:0.1,2.3|. Procedure details: 20 ml of absolute dimethyl sulphoxide are added dropwise to a mixture of 5.31 g (0.0241 mol) of trimethylsulphoxonium iodide and 0.79 g (0.0329 mol) of sodium hydride (80%) at 10° C. under a nitrogen atmosphere. When the addition is complete, the mixture is allowed to warm to room temperature in the course of 10 minutes, and a solution of 5 g (0.0219 mol) of 4-fluorobenzyl 2,2-difluoro-1-methyl-cyclopropyl ketone in 10 ml of absolute dimethyl sulphoxide is then added dropwise with stirring. Stir... Procedure details: Sodium hydride (440 mg) was added, at room temperature, to a solution of 1-[3-(4-hydroxyphenyl)propyl]imidazole (2.02 g) in N,N-dimethylformamide (50 ml). The mixture was stirred for 1.5 hour, to which was added 2-(4-benzyloxyphenyl)-4-chloromethyloxazole (3.60 g). The mixture was stirred for further 3 hours at 80° C. The reaction mixture was poured into water and extracted with ethyl acetate. The ethyl acetate layer was washed with water, dried (MgSO4), and concentrated. The residue was subject... The solvent is CN(C=O)C (N,N-dimethylformamide). Yields the product C(C1=CC=CC=C1)OC1=CC=C(C=C1)C=1OC=C(N1)COC1=CC=C(C=C1)CCCN1C=NC=C1 (2-(4-benzyloxyphenyl)-4-[4-[3-(1-imidazolyl)propyl]phenoxymethyl]oxazole). The reactants are O (water), [H-].[Na+] (Sodium hydride), OC1=CC=C(C=C1)CCCN1C=NC=C1 (1-[3-(4-hydroxyphenyl)propyl]imidazole), C(C1=CC=CC=C1)OC1=CC=C(C=C1)C=1OC=C(N1)CCl (2-(4-benzyloxyphenyl)-4-chloromethyloxazole). Conditions: time 1.5 hour. The yield is 61.9%. Reaction SMILES: [H-].[Na+].[OH:3][C:4]1[CH:9]=[CH:8][C:7]([CH2:10][CH2:11][CH2:12][N:13]2[CH:17]=[CH:16][N:15]=[CH:14]2)=[CH:6][CH:5]=1.[CH2:18]([O:25][C:26]1[CH:31]=[CH:30][C:29]([C:32]2[O:33][CH:34]=[C:35]([CH2:37]Cl)[N:36]=2)=[CH:28][CH:27]=1)[C:19]1[CH:24]=[CH:23][CH:22]=[CH:21][CH:20]=1.O>CN(C)C=O>[CH2:18]([O:25][C:26]1[CH:31]=[CH:30][C:29]([C:32]2[O:33][CH:34]=[C:35]([CH2:37][O:3][C:4]3[CH:9]=[CH:8][C:7]([CH2:10][CH2:11][CH2:12][N:13]4[CH:17]=[CH:16][N:15]=[CH:14]4)=[CH:6][CH:5]=3)[N:36]=2)=[CH:28][CH:27]=1)[C:19]1[CH:20]=[CH:21][CH:22]=[CH:23][CH:24]=1 |f:0.1|. Starting materials: C(C)(=O)O[C@H]1[C@H](OC=2C=NC=C(C2)Br)SC[C@H]([C@@H]1OC(C)=O)OC(C)=O (5-bromo-3-pyridinyl 2,3,4-tri-O-acetyl-5-thio-β-D-xylopyranoside), CC=1C=C(C=C(C1OC)C)B(O)O (3,5-dimethyl-4-methoxyphenylboronic acid). The product is C(C)(=O)O[C@H]1[C@H](OC=2C=NC=C(C2)C2=CC(=C(C(=C2)C)OC)C)SC[C@H]([C@@H]1OC(C)=O)OC(C)=O (5-(3,5-dimethyl-4-methoxyphenyl)-3-pyridinyl 2,3,4-tri-O-acetyl-5-thio-β-D-xylopyranoside), solid. Yield: 52.0%. As a reaction SMILES: [C:1]([O:4][C@@H:5]1[C@@H:18]([O:19][C:20](=[O:22])[CH3:21])[C@H:17]([O:23][C:24](=[O:26])[CH3:25])[CH2:16][S:15][C@H:6]1[O:7][C:8]1[CH:9]=[N:10][CH:11]=[C:12](Br)[CH:13]=1)(=[O:3])[CH3:2].[CH3:27][C:28]1[CH:29]=[C:30](B(O)O)[CH:31]=[C:32]([CH3:36])[C:33]=1[O:34][CH3:35]>>[C:1]([O:4][C@@H:5]1[C@@H:18]([O:19][C:20](=[O:22])[CH3:21])[C@H:17]([O:23][C:24](=[O:26])[CH3:25])[CH2:16][S:15][C@H:6]1[O:7][C:8]1[CH:9]=[N:10][CH:11]=[C:12]([C:30]2[CH:31]=[C:32]([CH3:36])[C:33]([O:34][CH3:35])=[C:28]([CH3:27])[CH:29]=2)[CH:13]=1)(=[O:3])[CH3:2]. Procedure: By following a procedure analogous to Example 27 starting from 5-bromo-3-pyridinyl 2,3,4-tri-O-acetyl-5-thio-β-D-xylopyranoside and 3,5-dimethyl-4-methoxyphenylboronic acid, 5-(3,5-dimethyl-4-methoxyphenyl)-3-pyridinyl 2,3,4-tri-O-acetyl-5-thio-β-D-xylopyranoside is obtained in the form of a white solid (yield=52%). Starting materials: NC=1N=C(C2=C(N1)N(C=C2)CCN(CCN(C)C2=C(C=C(C=C2)F)F)C)Cl (N1-(2-(2-amino-4-chloro-7H-pyrrolo[2,3-d]pyrimidin-7-yl)ethyl)-N2-(2,4-difluorophenyl)-N1,N2-dimethylethane-1,2-diamine), O1C(=CC=C1)C(=O)NN (2-furoic hydrazide). Run in CN1CCCC1=O (NMP). Run at temperature 150 celsius, time 3 hour. Yields the product NC=1N=C(C2=C(N1)N(C=C2)CCN(C)CCN(C)C2=C(C=C(C=C2)F)F)NNC(=O)C=2OC=CC2 (N′-(2-amino-7-(2-((2-((2,4-difluorophenyl)(methyl)amino)ethyl)(methyl)amino)ethyl)-7H-pyrrolo[2,3-d]pyrimidin-4-yl)furan-2-carbohydrazide). As a reaction SMILES: [NH2:1][C:2]1[N:3]=[C:4](Cl)[C:5]2[CH:10]=[CH:9][N:8]([CH2:11][CH2:12][N:13]([CH3:26])[CH2:14][CH2:15][N:16]([C:18]3[CH:23]=[CH:22][C:21]([F:24])=[CH:20][C:19]=3[F:25])[CH3:17])[C:6]=2[N:7]=1.[O:28]1[CH:32]=[CH:31][CH:30]=[C:29]1[C:33]([NH:35][NH2:36])=[O:34]>CN1C(=O)CCC1>[NH2:1][C:2]1[N:3]=[C:4]([NH:36][NH:35][C:33]([C:29]2[O:28][CH:32]=[CH:31][CH:30]=2)=[O:34])[C:5]2[CH:10]=[CH:9][N:8]([CH2:11][CH2:12][N:13]([CH2:14][CH2:15][N:16]([C:18]3[CH:23]=[CH:22][C:21]([F:24])=[CH:20][C:19]=3[F:25])[CH3:17])[CH3:26])[C:6]=2[N:7]=1. Procedure details: The title B compound, N1-(2-(2-amino-4-chloro-7H-pyrrolo[2,3-d]pyrimidin-7-yl)ethyl)-N2-(2,4-difluorophenyl)-N1,N2-dimethylethane-1,2-diamine (196.8 mg, 0.50 mmol) and 2-furoic hydrazide (126.0 mg, 1.0 mmol) are dissolved in 2.0 mL of NMP. The solution is stirred at 150.0° C. for 3 h before it is cooled down to RT. The solvent is removed to afford N′-(2-amino-7-(2-((2-((2,4-difluorophenyl)(methyl)amino)ethyl)(methyl)amino)ethyl)-7H-pyrrolo[2,3-d]pyrimidin-4-yl)furan-2-carbohydrazide. LC/MS showe... The reactants are C([O-])(O)=O.[Na+] (sodium bicarbonate), FC1=CC=C(C=C1)B(O)O (4-fluorophenyl-boronic acid), trans-dichloro-bis(tricyclohexylphosphane)palladium-(II), NC1=NC=C(C=C1[N+](=O)[O-])Br (2-amino-5-bromo-3-nitropyridine). The solvent is O1CCOCC1 (dioxane). Run at temperature 110 celsius. Product: NC1=NC=C(C=C1[N+](=O)[O-])C1=CC=C(C=C1)F (2-Amino-5-(4-fluoro-phenyl)-3-nitro-pyridine). Yield: 100.0%. As a reaction SMILES: [NH2:1][C:2]1[C:7]([N+:8]([O-:10])=[O:9])=[CH:6][C:5](Br)=[CH:4][N:3]=1.C(=O)(O)[O-].[Na+].[F:17][C:18]1[CH:23]=[CH:22][C:21](B(O)O)=[CH:20][CH:19]=1>O1CCOCC1>[NH2:1][C:2]1[C:7]([N+:8]([O-:10])=[O:9])=[CH:6][C:5]([C:21]2[CH:22]=[CH:23][C:18]([F:17])=[CH:19][CH:20]=2)=[CH:4][N:3]=1 |f:1.2|. Procedure: 5.0 g of 2-amino-5-bromo-3-nitropyridine are dissolved in 120 ml of anoxic dioxane under a nitrogen atmosphere. Subsequently, 69 ml of an aqueous sodium bicarbonate solution (2.0 M), 5.4 g of 4-fluorophenyl-boronic acid, and 1.0 g of trans-dichloro-bis(tricyclohexylphosphane)palladium-(II) are added. The reaction mixture is refluxed at 110° C. for 17 hours. Thereafter, the volatile components are removed in vacuo and the remaining residue is redissolved in 2.0 l of a mixture of water/dichloromet...